Dataset: the Open Reaction Database (ORD), a public repository of structured organic reaction records. Task: describe an organic reaction: reactants, conditions, products, and yield The reactants are COC(C(C)(C)OC1=C(C=C(C=C1)CCCC1N(C(N(C1)CC1=CC=C(C=C1)C(C)(C)C)=O)C)C=C)=O (2-(4-{3-[1-(4-tert-Butyl-benzyl)-3-methyl-2-oxo-imidazolidin-4-yl]-propyl}-2-vinyl-phenoxy)-2-methyl-propionic acid methyl ester). Solvent: C(C)O (ethanol). Run at time 2 hour. Product: COC(C(C)(C)OC1=C(C=C(C=C1)CCCC1N(C(N(C1)CC1=CC=C(C=C1)C(C)(C)C)=O)C)CC)=O (2-(4-{3-[1-(4-tert-Butyl-benzyl)-3-methyl-2-oxo-imidazolidin-4-yl]-propyl}-2-ethyl-phenoxy)-2-methyl-propionic acid methyl ester). Yield: 99.7%. Reaction SMILES: [CH3:1][O:2][C:3](=[O:37])[C:4]([O:7][C:8]1[CH:13]=[CH:12][C:11]([CH2:14][CH2:15][CH2:16][CH:17]2[CH2:21][N:20]([CH2:22][C:23]3[CH:28]=[CH:27][C:26]([C:29]([CH3:32])([CH3:31])[CH3:30])=[CH:25][CH:24]=3)[C:19](=[O:33])[N:18]2[CH3:34])=[CH:10][C:9]=1[CH:35]=[CH2:36])([CH3:6])[CH3:5]>C(O)C>[CH3:1][O:2][C:3](=[O:37])[C:4]([O:7][C:8]1[CH:13]=[CH:12][C:11]([CH2:14][CH2:15][CH2:16][CH:17]2[CH2:21][N:20]([CH2:22][C:23]3[CH:24]=[CH:25][C:26]([C:29]([CH3:30])([CH3:31])[CH3:32])=[CH:27][CH:28]=3)[C:19](=[O:33])[N:18]2[CH3:34])=[CH:10][C:9]=1[CH2:35][CH3:36])([CH3:5])[CH3:6]. Reported procedure: 2-(4-{3-[1-(4-tert-Butyl-benzyl)-3-methyl-2-oxo-imidazolidin-4-yl]-propyl}-2-vinyl-phenoxy)-2-methyl-propionic acid methyl ester (0.110 g, 0.217 mmole) was dissolved in absolute ethanol (4 mL). After purged the solution with N2 for 15 min, 10% Pd/C (0.040 g). The reaction was stirred under a hydrogen balloon at room temperature for 2 hours. The catalyst was removed through filtration, and solvent was removed on rota-vapor to provide a colorless oil (0.110 g, 100%). Mass [EI+] 509 (M+H)+. The reactants are ClC1=C(C=C2C(=CNC2=C1)C(=O)OC)B1OCC(CO1)(C)C (methyl 6-Chloro-5-(5,5-dimethyl-[1,3,2]dioxaborinan-2-yl)-1H-indole-3-carboxylate), Cl.BrC1=CC=C(C=C1)C1NCC1 (2-(4-bromophenyl)azetidine hydrochloride), C([O-])([O-])=O.[K+].[K+] (potassium carbonate), C1(=CC=CC=C1)C (toluene). The reagents and catalysts are C1=CC=C(C=C1)P([C-]2C=CC=C2)C3=CC=CC=C3.C1=CC=C(C=C1)P([C-]2C=CC=C2)C3=CC=CC=C3.Cl[Pd]Cl.[Fe+2].ClCCl ([1,1′-bis(diphenylphosphino)ferrocene]dichloropalladium(II) dichloromethane). Solvent: C(C)(=O)OCC (ethyl acetate), C(C)O (ethanol). Run at temperature 100 celsius. The product is N1C(CC1)C1=CC=C(C=C1)C=1C=C2C(=CNC2=CC1Cl)C(=O)OC (methyl 5-(4-azetidin-2-yl-phenyl)-6-chloro-1H-indole-3-carboxylate). The yield is 379.6%. As a reaction SMILES: [Cl:1][C:2]1[CH:10]=[C:9]2[C:5]([C:6]([C:11]([O:13][CH3:14])=[O:12])=[CH:7][NH:8]2)=[CH:4][C:3]=1B1OCC(C)(C)CO1.Cl.Br[C:25]1[CH:30]=[CH:29][C:28]([CH:31]2[CH2:34][CH2:33][NH:32]2)=[CH:27][CH:26]=1.C(=O)([O-])[O-].[K+].[K+].C1(C)C=CC=CC=1>C(OCC)(=O)C.C1C=CC(P(C2C=CC=CC=2)[C-]2C=CC=C2)=CC=1.C1C=CC(P(C2C=CC=CC=2)[C-]2C=CC=C2)=CC=1.Cl[Pd]Cl.[Fe+2].ClCCl.C(O)C>[NH:32]1[CH2:33][CH2:34][CH:31]1[C:28]1[CH:29]=[CH:30][C:25]([C:3]2[CH:4]=[C:5]3[C:9](=[CH:10][C:2]=2[Cl:1])[NH:8][CH:7]=[C:6]3[C:11]([O:13][CH3:14])=[O:12])=[CH:26][CH:27]=1 |f:1.2,3.4.5,8.9.10.11.12|. Procedure details: A mixture of methyl 6-Chloro-5-(5,5-dimethyl-[1,3,2]dioxaborinan-2-yl)-1H-indole-3-carboxylate (50 mg, 0.16 mmol), 2-(4-bromophenyl)azetidine hydrochloride (400 mg, 1.24 mmol), 2M aqueous potassium carbonate (3.11 mL, 6.22 mmol), toluene (9 mL), and ethanol (3 mL) was sparged with nitrogen for 10 minutes, then treated with [1,1′-bis(diphenylphosphino)ferrocene]dichloropalladium(II) dichloromethane adduct (46 mg, 0.056 mmol). The reaction mixture was heated to 100° C. and stirred. After 2 hours t... The reactants are OC1=C(N(S(C2=C1C=CC=C2)(=O)=O)C)C(=O)NCC (4-hydroxy-2-methyl-N-ethyl-2H-1,2-benzothiazine-3-carboxamide-1,1-dioxide), NC1=NC(=CN=C1)Cl (2-amino-6-chloro-pyrazine), C1(=CC=C(C=C1)S(=O)(=O)O)C (p-toluenesulfonic acid). Product: ClC1=CN=CC(=N1)NC(=O)C=1N(S(C2=C(C1O)C=CC=C2)(=O)=O)C (N-(6-Chloro-pyrazin-2-yl)-4-hydroxy-2-methyl-2H-1,2-benzothiazine-3-carboxamide-1,1-dioxide). As a reaction SMILES: [OH:1][C:2]1[C:7]2[CH:8]=[CH:9][CH:10]=[CH:11][C:6]=2[S:5](=[O:13])(=[O:12])[N:4]([CH3:14])[C:3]=1[C:15]([NH:17][CH2:18][CH3:19])=[O:16].NC1C=[N:25][CH:24]=[C:23]([Cl:27])[N:22]=1.C1(C)C=CC(S(O)(=O)=O)=CC=1>>[Cl:27][C:23]1[N:22]=[C:18]([NH:17][C:15]([C:3]2[N:4]([CH3:14])[S:5](=[O:12])(=[O:13])[C:6]3[CH:11]=[CH:10][CH:9]=[CH:8][C:7]=3[C:2]=2[OH:1])=[O:16])[CH:19]=[N:25][CH:24]=1. Procedure: This compound was prepared from 4-hydroxy-2-methyl-N-ethyl-2H-1,2-benzothiazine-3-carboxamide-1,1-dioxide, 2-amino-6-chloro-pyrazine and p-toluenesulfonic acid analogous to Example 14. Reactants: C(C)(C)(C)C=1C=C(CC(C(C)=O)C(C)=O)C=C(C1O)C(C)(C)C (3-(3,5-ditertiarybutyl-4-hydroxybenzyl)-2,4-pentanedione), [H-].[Al+3].[Li+].[H-].[H-].[H-] (lithium aluminum hydride). Yields the product C(C)(C)(C)C=1C=C(CC(C(C)O)C(C)O)C=C(C1O)C(C)(C)C (3-(3,5-ditertiarybutyl-4-hydroxybenzyl)-2,4-pentanediol). The yield is 33.2%. RXN SMILES: [C:1]([C:5]1[CH:6]=[C:7]([CH:16]=[C:17]([C:20]([CH3:23])([CH3:22])[CH3:21])[C:18]=1[OH:19])[CH2:8][CH:9]([C:13](=[O:15])[CH3:14])[C:10](=[O:12])[CH3:11])([CH3:4])([CH3:3])[CH3:2].[H-].[Al+3].[Li+].[H-].[H-].[H-]>>[C:1]([C:5]1[CH:6]=[C:7]([CH:16]=[C:17]([C:20]([CH3:22])([CH3:21])[CH3:23])[C:18]=1[OH:19])[CH2:8][CH:9]([CH:13]([OH:15])[CH3:14])[CH:10]([OH:12])[CH3:11])([CH3:2])([CH3:3])[CH3:4] |f:1.2.3.4.5.6|. Procedure: Using the procedure of Example 1, 119 grams of 3-(3,5-ditertiarybutyl-4-hydroxybenzyl)-2,4-pentanedione was reduced with 28.2 grams of lithium aluminum hydride. There was obtained 40 grams of 3-(3,5-ditertiarybutyl-4-hydroxybenzyl)-2,4-pentanediol which melted at 102° to 105° C. Solvent: C(C)O (ethanol). RXN SMILES: [CH3:1][C:2]1[C:3](=[O:9])[CH:4]=[CH:5][C:6](=[O:8])[CH:7]=1.[SH:10][CH2:11][CH2:12][OH:13]>C(O)C>[OH:13][CH2:12][CH2:11][S:10][C:4]1[C:3](=[O:9])[C:2]([CH3:1])=[CH:7][C:6](=[O:8])[CH:5]=1. Yields the product OCCSC=1C(C(=CC(C1)=O)C)=O (2-hydroxyethylthio-6-methyl-1,4-benzoquinone). The reactants are CC=1C(C=CC(C1)=O)=O (Methyl-p-benzoquinone), SCCO (2-mercaptoethanol), ice water. Procedure: Methyl-p-benzoquinone 12.2 g, 0.1 mole) and 2-mercaptoethanol (3.9 g, 0.05 mole) are mixed in absolute ethanol (70 ml) under nitrogen and with stirring. The temperature rises to 50° C. The mixture is cooled in a bath of ice-water and left to stand, with stirring, for 2 hours at ambient temperature. The solution is concentrated under vacuum and the oil obtained is chromatographed on Silica 60 (eluent: dichloromethane). According to 1H and 13C NMR, a first fraction (3 g) is a 50/50 mixture of two ... Starting materials: N#Cc1ccc(OCc2ccccc2)cc1F, C1CCOC1, C[Si](C)(C)[N-][Si](C)(C)C, Cl, [Li+]. The product is N=C(N)c1ccc(OCc2ccccc2)cc1F, Cl. Reaction SMILES: [CH2:1]([c:2]1[cH:3][cH:4][cH:5][cH:6][cH:7]1)[O:8][c:9]1[cH:10][c:11]([F:17])[c:12]([C:13]#[N:14])[cH:15][cH:16]1.[CH2:29]1[O:30][CH2:31][CH2:32][CH2:33]1.[CH3:19][Si:20]([N-:23][Si:21]([CH3:22])([CH3:24])[CH3:25])([CH3:26])[CH3:27].[ClH:28].[Li+:18]>>[CH2:1]([c:2]1[cH:3][cH:4][cH:5][cH:6][cH:7]1)[O:8][c:9]1[cH:10][c:11]([F:17])[c:12]([C:13](=[NH:14])[NH2:23])[cH:15][cH:16]1.[ClH:28].